From a dataset of the Open Reaction Database (ORD), a public repository of structured organic reaction records. describe an organic reaction: reactants, conditions, products, and yield The reactants are Cc1ccc(C=C(CC(=O)N2CC3CCCCC3C2)C(=O)O)cc1, CCO. Product: Cc1ccc(CC(CC(=O)N2CC3CCCCC3C2)C(=O)O)cc1. As a reaction SMILES: [CH2:1]1[N:2]([C:10](=[O:11])[CH2:12][C:13]([C:14](=[O:15])[OH:16])=[CH:17][c:18]2[cH:19][cH:20][c:21]([CH3:24])[cH:22][cH:23]2)[CH2:3][CH:4]2[CH2:5][CH2:6][CH2:7][CH2:8][CH:9]12.[CH3:25][CH2:26][OH:27]>>[CH2:1]1[N:2]([C:10](=[O:11])[CH2:12][CH:13]([C:14](=[O:15])[OH:16])[CH2:17][c:18]2[cH:19][cH:20][c:21]([CH3:24])[cH:22][cH:23]2)[CH2:3][CH:4]2[CH2:5][CH2:6][CH2:7][CH2:8][CH:9]12.